describe an organic reaction: reactants, conditions, products, and yield From a dataset of the Open Reaction Database (ORD), a public repository of structured organic reaction records. Starting materials: C(C)(=O)N1C(C(C2=CC(=CC=C12)[N+](=O)[O-])=C(C1=CC=C(C=C1)C)O)=O (1-acetyl-3-[1-hydroxy-1-(4-methyl-phenyl)methylidene}-5-nitro-2-indolinone), P(Cl)(Cl)(Cl)(Cl)Cl (PCl5). Solvent: C1(=CC=CC=C1)C (toluene). Product: C(C)(=O)N1C(C(C2=CC(=CC=C12)[N+](=O)[O-])=C(C1=CC=C(C=C1)C)Cl)=O (1-acetyl-3-[1-chlor-1-(4-methyl-phenyl)methylidene]-5-nitro-2-indolinone). As a reaction SMILES: [C:1]([N:4]1[C:12]2[C:7](=[CH:8][C:9]([N+:13]([O-:15])=[O:14])=[CH:10][CH:11]=2)[C:6](=[C:16](O)[C:17]2[CH:22]=[CH:21][C:20]([CH3:23])=[CH:19][CH:18]=2)[C:5]1=[O:25])(=[O:3])[CH3:2].P(Cl)(Cl)(Cl)(Cl)[Cl:27]>C1(C)C=CC=CC=1>[C:1]([N:4]1[C:12]2[C:7](=[CH:8][C:9]([N+:13]([O-:15])=[O:14])=[CH:10][CH:11]=2)[C:6](=[C:16]([Cl:27])[C:17]2[CH:22]=[CH:21][C:20]([CH3:23])=[CH:19][CH:18]=2)[C:5]1=[O:25])(=[O:3])[CH3:2]. Procedure: 3.55 g (10.5 mmol) of 1-acetyl-3-[1-hydroxy-1-(4-methyl-phenyl)methylidene}-5-nitro-2-indolinone and 2.40 g (11.5 mmol) of PCl5 are heated in 60 ml toluene for 2 hours at 80° C. The mixture is evaporated down in vacuo, fresh toluene is added to the evaporation residue, it is evaporated down again and this procedure is repeated once more. The evaporation residue is dissolved in a little toluene with heating. During slow cooling an isomer, probably the (Z) isomer, crystallised out. A mixture of th... Yields the product CCN(CC)CCNc1ncc2c(=O)c3ccc([N+](=O)[O-])n3c3cccc1c23. Reactants: CCOc1ncc2c(=O)c3ccc([N+](=O)[O-])n3c3cccc1c23, CCN(CC)CCN, O. RXN SMILES: [CH2:1]([O:2][c:4]1[n:5][cH:6][c:7]2[c:8]3[c:9]([cH:10][cH:11][cH:12][c:13]13)[n:14]1[c:15]([N+:21](=[O:22])[O-:23])[cH:16][cH:17][c:18]1[c:19]2=[O:20])[CH3:3].[CH2:25]([CH3:26])[N:27]([CH2:28][CH2:29][NH2:30])[CH2:31][CH3:32].[OH2:24]>>[c:4]1([NH:30][CH2:29][CH2:28][N:27]([CH2:25][CH3:26])[CH2:31][CH3:32])[n:5][cH:6][c:7]2[c:8]3[c:9]([cH:10][cH:11][cH:12][c:13]13)[n:14]1[c:15]([N+:21](=[O:22])[O-:23])[cH:16][cH:17][c:18]1[c:19]2=[O:20]. Yields the product CCOC(=O)C1(CCOC)CCN(Cc2ccccc2)CC1O. Reactants: [BH4-], CCOC(=O)C1(CCOC)CCN(Cc2ccccc2)CC1=O, CO, [Na+]. Reaction SMILES: [BH4-:24].[CH2:1]([CH3:2])[O:3][C:4](=[O:5])[C:6]1([CH2:20][CH2:21][O:22][CH3:23])[C:7](=[O:19])[CH2:8][N:9]([CH2:12][c:13]2[cH:14][cH:15][cH:16][cH:17][cH:18]2)[CH2:10][CH2:11]1.[CH3:26][OH:27].[Na+:25]>>[CH2:1]([CH3:2])[O:3][C:4](=[O:5])[C:6]1([CH2:20][CH2:21][O:22][CH3:23])[CH:7]([OH:19])[CH2:8][N:9]([CH2:12][c:13]2[cH:14][cH:15][cH:16][cH:17][cH:18]2)[CH2:10][CH2:11]1. The reactants are C[Si](OCC)(OCC)C1=CC=CC=C1 (methylphenyldiethoxysilane), [Mg] (magnesium), BrC1=CC=C(C=C1)Br (p-dibromobenzene). Solvent: O1CCCC1 (tetrahydrofuran), O1CCCC1 (tetrahydrofuran). Conditions: time 3 hour. Product: C[SiH](C1=CC=C(C=C1)[SiH](OCCC1=CC=CC=C1)C)OCCC1=CC=CC=C1 (p-bis(methylphenylethoxysilyl)benzene). The yield is 147.5%. RXN SMILES: [CH3:1][Si:2]([C:9]1[CH:14]=[CH:13][CH:12]=[CH:11][CH:10]=1)([O:6][CH2:7][CH3:8])OCC.[Mg].Br[C:17]1[CH:22]=[CH:21][C:20](Br)=[CH:19][CH:18]=1>O1CCCC1>[CH3:1][SiH:2]([O:6][CH2:7][CH2:8][C:17]1[CH:22]=[CH:21][CH:20]=[CH:19][CH:18]=1)[C:12]1[CH:11]=[CH:10][C:9]([SiH:2]([CH3:1])[O:6][CH2:7][CH2:8][C:17]2[CH:22]=[CH:21][CH:20]=[CH:19][CH:18]=2)=[CH:14][CH:13]=1. Procedure details: 21.0 g of methylphenyldiethoxysilane, 2.43 g of magnesium and 100 ml of tetrahydrofuran were charged into a 500-ml, three-necked flask provided with a stirrer, a cooler, and a dropping furnel and stirred in a nitrogen gas stream, while 100 ml of a tetrahydrofuran solution containing 11.8 g of p-dibromobenzene was dropwise added thereto from the dropping furnnal over about 3 hours. After the dropwise addition, the mixture was further stirred and refluxed for about 5 hours. After the refluxing, th...